From a dataset of the Open Reaction Database (ORD), a public repository of structured organic reaction records. describe an organic reaction: reactants, conditions, products, and yield The reactants are COC1=CC=C(C=C1)C1CC(=NC(=C1C1=CC=C(C=C1)OC)C)N1CCN(CC1)C1=CC=CC=C1 (4,5-bis-(4-methoxyphenyl)-6-methyl-2-(4-phenylpiperazino)-3,4-dihydropyridine), CS(=O)C (dimethylsulphoxide), potassium tert.-butylate. The solvent is C(C)(=O)O (acetic acid). Product: COC1=CC=C(C=C1)C1=CC(=NC(=C1C1=CC=C(C=C1)OC)C)N1CCN(CC1)C1=CC=CC=C1 (4,5-bis-(4-methoxyphenyl)-6-methyl-2-(4-phenylpiperazino)-pyridine). Isolated yield 69.0%. RXN SMILES: [CH3:1][O:2][C:3]1[CH:8]=[CH:7][C:6]([CH:9]2[C:14]([C:15]3[CH:20]=[CH:19][C:18]([O:21][CH3:22])=[CH:17][CH:16]=3)=[C:13]([CH3:23])[N:12]=[C:11]([N:24]3[CH2:29][CH2:28][N:27]([C:30]4[CH:35]=[CH:34][CH:33]=[CH:32][CH:31]=4)[CH2:26][CH2:25]3)[CH2:10]2)=[CH:5][CH:4]=1.CS(C)=O>C(O)(=O)C>[CH3:1][O:2][C:3]1[CH:4]=[CH:5][C:6]([C:9]2[C:14]([C:15]3[CH:16]=[CH:17][C:18]([O:21][CH3:22])=[CH:19][CH:20]=3)=[C:13]([CH3:23])[N:12]=[C:11]([N:24]3[CH2:25][CH2:26][N:27]([C:30]4[CH:35]=[CH:34][CH:33]=[CH:32][CH:31]=4)[CH2:28][CH2:29]3)[CH:10]=2)=[CH:7][CH:8]=1. Procedure details: 7 g (15 millimol) of 4,5-bis-(4-methoxyphenyl)-6-methyl-2-(4-phenylpiperazino)-3,4-dihydropyridine were suspended in 150 ml of analytically pure dimethylsulphoxide, whilst stirring, and 1.7 g (15 millimol) of potassium tert.-butylate were added to the suspension. The mixture was stirred in a closed vessel until a clear, orange-red coloration had formed. The reaction solution was then stirred in an open reaction flask for 1 hour. After the reaction solution had been neutralised with glacial aceti... Reactants: C(C)OC(=O)C=1C(=NC2=CC(=CC=C2C1C)F)O (7-fluoro-2-hydroxy-4-methylquinoline-3-carboxylic acid ethyl ester), Ag2CO3, IC (iodomethane), CCOC(=O)C.CCCCCC (EtOAc hexane). Run in C(Cl)Cl (DCM). Run at time 16 hour. The product is C(C)OC(=O)C=1C(=NC2=CC(=CC=C2C1C)F)OC (7-fluoro-2-methoxy-4-methylquinoline-3-carboxylic acid ethyl ester). The yield is 62.0%. As a reaction SMILES: [CH2:1]([O:3][C:4]([C:6]1[C:7]([OH:18])=[N:8][C:9]2[C:14]([C:15]=1[CH3:16])=[CH:13][CH:12]=[C:11]([F:17])[CH:10]=2)=[O:5])[CH3:2].IC.[CH3:21]COC(C)=O.CCCCCC>C(Cl)Cl>[CH2:1]([O:3][C:4]([C:6]1[C:7]([O:18][CH3:21])=[N:8][C:9]2[C:14]([C:15]=1[CH3:16])=[CH:13][CH:12]=[C:11]([F:17])[CH:10]=2)=[O:5])[CH3:2] |f:2.3|. Procedure: To a stirred solution of 2.30 g (9.24 mmol) 7-fluoro-2-hydroxy-4-methylquinoline-3-carboxylic acid ethyl ester in DCM (60 ml) were added 6.36 g (23.1 mmol) Ag2CO3 and 1.44 ml (23.1 mmol) iodomethane at RT. The reaction mixture was stirred at RT for 16 h. Then the mixture was filtered through celite and the filtrate was concentrated in vacuum. After CC (EtOAc/hexane 1:4) of the residue, 1.50 g (5.70 mmol, 62%) 7-fluoro-2-methoxy-4-methylquinoline-3-carboxylic acid ethyl ester were obtained. Starting materials: NC1=C(C=C(C=C1)N1CCN(CC1)C(=O)OC(C)(C)C)NS(=O)(=O)C1=CC=CC=C1 (N-{2-amino-5-(4-t-butyloxycarbonyl-piperazinyl)-phenyl}benzenesulfonamide), CS(=O)(=O)C1=CC=C(C=C1)S(=O)(=O)Cl (4-methylsulfonylbenzenesulfonylchloride). Yields the product CS(=O)(=O)C1=CC=C(C=C1)S(=O)(=O)NC1=C(C=C(C=C1)N1CCNCC1)NS(=O)(=O)C1=CC=CC=C1 (4-(Methylsulfonyl)-N-[2-[(phenylsulfonyl)amino]-4-(1-piperazinyl)-phenyl]benzenesulfonamide), purple solid. Reaction SMILES: [NH2:1][C:2]1[CH:7]=[CH:6][C:5]([N:8]2[CH2:13][CH2:12][N:11](C(OC(C)(C)C)=O)[CH2:10][CH2:9]2)=[CH:4][C:3]=1[NH:21][S:22]([C:25]1[CH:30]=[CH:29][CH:28]=[CH:27][CH:26]=1)(=[O:24])=[O:23].[CH3:31][S:32]([C:35]1[CH:40]=[CH:39][C:38]([S:41](Cl)(=[O:43])=[O:42])=[CH:37][CH:36]=1)(=[O:34])=[O:33]>>[CH3:31][S:32]([C:35]1[CH:40]=[CH:39][C:38]([S:41]([NH:1][C:2]2[CH:7]=[CH:6][C:5]([N:8]3[CH2:13][CH2:12][NH:11][CH2:10][CH2:9]3)=[CH:4][C:3]=2[NH:21][S:22]([C:25]2[CH:30]=[CH:29][CH:28]=[CH:27][CH:26]=2)(=[O:24])=[O:23])(=[O:43])=[O:42])=[CH:37][CH:36]=1)(=[O:34])=[O:33]. Procedure: 4-(Methylsulfonyl)-N-[2-[(phenylsulfonyl)amino]-4-(1-piperazinyl)-phenyl]benzenesulfonamide was synthesized from N-{2-amino-5-(4-t-butyloxycarbonyl-piperazinyl)-phenyl}benzenesulfonamide and 4-methylsulfonylbenzenesulfonylchloride (61 mg, 0.455 mmol) according to general method 3 to give 70 mg of a purple solid. MS (posES-FIA) m/z=Found: 551.2; Calcd: 551.10. Starting materials: CC(=O)O[BH-](OC(C)=O)OC(C)=O, Cc1cc(N2CCNCC2)c2ncccc2c1, COc1cccc2c(CC(C)=O)coc12, CC(=O)O, ClCCCl, [Na+]. Yields the product COc1cccc2c(CC(C)N3CCN(c4cc(C)cc5cccnc45)CC3)coc12. As a reaction SMILES: [C:33]([O:34][BH-:35]([O:36][C:37](=[O:38])[CH3:39])[O:40][C:41](=[O:42])[CH3:43])(=[O:44])[CH3:45].[CH3:16][c:17]1[cH:18][c:19]2[cH:20][cH:21][cH:22][n:23][c:24]2[c:25]([N:27]2[CH2:28][CH2:29][NH:30][CH2:31][CH2:32]2)[cH:26]1.[CH3:1][O:2][c:3]1[cH:4][cH:5][cH:6][c:7]2[c:8]([CH2:12][C:13](=[O:14])[CH3:15])[cH:9][o:10][c:11]12.[CH3:51][C:52](=[O:53])[OH:54].[Cl:47][CH2:48][CH2:49][Cl:50].[Na+:46]>>[CH3:1][O:2][c:3]1[cH:4][cH:5][cH:6][c:7]2[c:8]([CH2:12][CH:13]([CH3:15])[N:30]3[CH2:29][CH2:28][N:27]([c:25]4[c:24]5[c:19]([cH:18][c:17]([CH3:16])[cH:26]4)[cH:20][cH:21][cH:22][n:23]5)[CH2:32][CH2:31]3)[cH:9][o:10][c:11]12. Yields the product CCCC(O)C(CC(C)C)C(=O)O. The reactants are CCCC(O)C(CC(C)C)C(=O)OC, [Li+], [Na+], [OH-], O, O=S(=O)([O-])O. RXN SMILES: [CH3:1][CH:2]([CH2:3][CH:4]([C:5](=[O:6])[O:7][CH3:8])[CH:9]([CH2:10][CH2:11][CH3:12])[OH:13])[CH3:14].[Li+:17].[Na+:23].[OH-:16].[OH2:15].[S:18]([O-:19])([OH:20])(=[O:21])=[O:22]>>[CH3:1][CH:2]([CH2:3][CH:4]([C:5](=[O:6])[OH:7])[CH:9]([CH2:10][CH2:11][CH3:12])[OH:13])[CH3:14].